Dataset: the Open Reaction Database (ORD), a public repository of structured organic reaction records. Task: describe an organic reaction: reactants, conditions, products, and yield Starting materials: O=C([O-])[O-], CCCC(O)C(C)(C)CO, CO, CN1CCCC1=O, [K+], [K+], Nc1c(Cl)cc(O)c2c1C(=O)c1ccccc1C2=O, Oc1ccccc1. Product: CCCC(O)C(C)(C)COc1cc(O)c2c(c1N)C(=O)c1ccccc1C2=O. Reaction SMILES: [C:37](=[O:38])([O-:39])[O-:40].[CH3:1][C:2]([CH2:3][OH:4])([CH:5]([CH2:6][CH2:7][CH3:8])[OH:9])[CH3:10].[CH3:43][OH:44].[CH3:45][N:46]1[CH2:47][CH2:48][CH2:49][C:50]1=[O:51].[K+:41].[K+:42].[NH2:11][c:12]1[c:13]([Cl:29])[cH:14][c:15]([OH:28])[c:16]2[c:25]1[C:24](=[O:26])[c:23]1[c:18]([cH:19][cH:20][cH:21][cH:22]1)[C:17]2=[O:27].[OH:30][c:31]1[cH:32][cH:33][cH:34][cH:35][cH:36]1>>[CH3:1][C:2]([CH2:3][O:4][c:13]1[c:12]([NH2:11])[c:25]2[c:16]([c:15]([OH:28])[cH:14]1)[C:17](=[O:27])[c:18]1[cH:19][cH:20][cH:21][cH:22][c:23]1[C:24]2=[O:26])([CH:5]([CH2:6][CH2:7][CH3:8])[OH:9])[CH3:10]. The reactants are O=C=NCc1ccccc1, C1CCOC1, COc1cccc2sc(N)nc12. Yields the product COc1cccc2sc(NC(=O)NCc3ccccc3)nc12. RXN SMILES: [CH2:13]([c:14]1[cH:15][cH:16][cH:17][cH:18][cH:19]1)[N:20]=[C:21]=[O:22].[CH2:23]1[O:24][CH2:25][CH2:26][CH2:27]1.[NH2:1][c:2]1[s:3][c:4]2[c:5]([n:6]1)[c:7]([O:11][CH3:12])[cH:8][cH:9][cH:10]2>>[NH:1]([c:2]1[s:3][c:4]2[c:5]([n:6]1)[c:7]([O:11][CH3:12])[cH:8][cH:9][cH:10]2)[C:21]([NH:20][CH2:13][c:14]1[cH:15][cH:16][cH:17][cH:18][cH:19]1)=[O:22]. The reactants are Cl (HCl), OCC1=CC=C(C=C1)C=1C(=CC=CC1)C#N (4′-hydroxymethyl-biphenyl-2-carbonitrile), C(C)[Al](CC)CC (triethyl aluminium), N(=O)[O-].[Na+] (NaNO2), [N-]=[N+]=[N-].C(C(C)C)[Al+]CC(C)C (diisobutyl aluminium azide). Solvent: C(C)(=O)OC(C)C (iso-propyl acetate). Reaction conditions: temperature 100 celsius, time 5 minute. The product is OCC1=CC=C(C=C1)C1=C(C=CC=C1)C1=NN=NN1 (5-(4′-Hydroxymethylbiphenyl-2-yl)-1H-tetrazole). As a reaction SMILES: [OH:1][CH2:2][C:3]1[CH:8]=[CH:7][C:6]([C:9]2[C:10]([C:15]#[N:16])=[CH:11][CH:12]=[CH:13][CH:14]=2)=[CH:5][CH:4]=1.C([Al](CC)CC)C.[N-:24]=[N+:25]=[N-:26].C([Al+]CC(C)C)C(C)C.Cl.N([O-])=O.[Na+]>C(OC(C)C)(=O)C>[OH:1][CH2:2][C:3]1[CH:4]=[CH:5][C:6]([C:9]2[CH:14]=[CH:13][CH:12]=[CH:11][C:10]=2[C:15]2[NH:26][N:25]=[N:24][N:16]=2)=[CH:7][CH:8]=1 |f:2.3,5.6|. Reported procedure: 2.1 g of 4′-hydroxymethyl-biphenyl-2-carbonitrile (10 mmol), are treated, in a drop wise manner at 0° C. with 5.52 ml of triethyl aluminium (10 mmol, 1.8M in toluene). The reaction mixture is stirred for 5 minutes. After that, the clear colourless reaction mixture is added to the solution of diisobutyl aluminium azide (19 mmol), gradually warmed to an internal temperature of about 100° C. and stirred over the night (conversion 95.7%). For the work up the reaction mixture is cooled to 0° C. and a... Procedure details: Compound 76 (50 mg, 0.118 mmol) was dissolved in methanol 20 mL, Pd/C 30.6 mg added, and the reaction stirred under hydrogen balloon for 6 h. The result was filtered through celite bed and washed with excess methanol. The organic layer was concentrated to get the crude which was purified by flash chromatography using 100-200 mesh silica gel. The compound was eluted at 26% ethyl acetate in hexane as half white coloured solid compound 2-(2-fluoro-5-(trifluoromethyl)benzyl)-6-methoxy-5-morpholino-2... Reaction conditions: time 6 hour. Reagents/catalysts: [Pd] (Pd/C). Solvent: CO (methanol). The reactants are FC1=C(\C=C/2\C(C3=CC(=C(C=C3C2)N2CCOCC2)OC)=O)C=C(C=C1)C(F)(F)F ((E)-2-(2-fluoro-5-(trifluoromethyl)benzylidene)-6-methoxy-5-morpholino-2,3-dihydro-1H-inden-1-one). Yields the product FC1=C(CC2C(C3=CC(=C(C=C3C2)N2CCOCC2)OC)=O)C=C(C=C1)C(F)(F)F (2-(2-fluoro-5-(trifluoromethyl)benzyl)-6-methoxy-5-morpholino-2,3-dihydro-1H-inden-1-one). RXN SMILES: [F:1][C:2]1[CH:26]=[CH:25][C:24]([C:27]([F:30])([F:29])[F:28])=[CH:23][C:3]=1/[CH:4]=[C:5]1/[C:6](=[O:22])[C:7]2[C:12]([CH2:13]/1)=[CH:11][C:10]([N:14]1[CH2:19][CH2:18][O:17][CH2:16][CH2:15]1)=[C:9]([O:20][CH3:21])[CH:8]=2>CO.[Pd]>[F:1][C:2]1[CH:26]=[CH:25][C:24]([C:27]([F:30])([F:28])[F:29])=[CH:23][C:3]=1[CH2:4][CH:5]1[CH2:13][C:12]2[C:7](=[CH:8][C:9]([O:20][CH3:21])=[C:10]([N:14]3[CH2:19][CH2:18][O:17][CH2:16][CH2:15]3)[CH:11]=2)[C:6]1=[O:22]. The reactants are ON1C(CCC1=O)=O.C(C)(C)(C)OC(=O)NCC(=O)O (N-tert-butyloxycarbonylglycine N-hydroxysuccinimide), C(CC(O)(C(=O)O)CC(=O)O)(=O)O (citric acid), O[C@@H]1C[C@H](NC1)C(=O)O (trans-4-Hydroxy-L-proline), C(O)([O-])=O.[Na+] (sodium hydrogen carbonate). Run in O1CCOCC1 (dioxane), O (water), O (water). Conditions: time 8 hour. Yields the product C(C1=CC=CC=C1)OC(=O)NCC(=O)N1[C@H](C(=O)O)C[C@H](C1)O (N-Benzyloxycarbonylglycyl-trans-4-hydroxy-L-proline). Yield: 100.0%. Reaction SMILES: [OH:1][C@H:2]1[CH2:6][NH:5][C@H:4]([C:7]([OH:9])=[O:8])[CH2:3]1.C(=O)([O-])O.[Na+].ON1C(=O)CCC1=O.[C:23]([O:27][C:28]([NH:30][CH2:31][C:32]([OH:34])=O)=[O:29])([CH3:26])(C)C.[C:35](O)(=O)[CH2:36][C:37]([CH2:42][C:43](O)=O)(C(O)=O)O>O.O1CCOCC1>[CH2:23]([O:27][C:28]([NH:30][CH2:31][C:32]([N:5]1[CH2:6][C@H:2]([OH:1])[CH2:3][C@H:4]1[C:7]([OH:9])=[O:8])=[O:34])=[O:29])[C:26]1[CH:43]=[CH:42][CH:37]=[CH:36][CH:35]=1 |f:1.2,3.4|. Procedure: 3,4-Dehydroproline 1 (0.011 g, 0.097 mmol) and sodium hydrogen carbonate (0.0082 g, 0.097 mmol) were dissolved in water (1 cm3). A solution of N-tert-butyloxycarbonylglycine N-hydroxysuccinimide 2 (0.024 g, 0.088 mmol) in dioxane (1 cm3) was added dropwise and stirred overnight. The reaction mixture was diluted with water, acidified with solid citric acid and extracted with dichloromethane (3×). The combined organic layers were dried (MgSO4), filtered and the solvent removed to afford crude acid... Reactants: N#Cc1ccc2cc(C(=O)O)[nH]c2c1, CC(C)(C)OC(=O)COC1CCC(N)CC1. Yields the product CC(C)(C)OC(=O)COC1CCC(NC(=O)c2cc3ccc(C#N)cc3[nH]2)CC1. Reaction SMILES: [C:1](#[N:2])[c:3]1[cH:4][cH:5][c:6]2[cH:7][c:8]([C:12](=[O:13])[OH:14])[nH:9][c:10]2[cH:11]1.[NH2:15][CH:16]1[CH2:17][CH2:18][CH:19]([O:22][CH2:23][C:24](=[O:25])[O:26][C:27]([CH3:28])([CH3:29])[CH3:30])[CH2:20][CH2:21]1>>[C:1](#[N:2])[c:3]1[cH:4][cH:5][c:6]2[cH:7][c:8]([C:12](=[O:14])[NH:15][CH:16]3[CH2:17][CH2:18][CH:19]([O:22][CH2:23][C:24](=[O:25])[O:26][C:27]([CH3:28])([CH3:29])[CH3:30])[CH2:20][CH2:21]3)[nH:9][c:10]2[cH:11]1.